This data is from the Open Reaction Database (ORD), a public repository of structured organic reaction records. The task is: describe an organic reaction: reactants, conditions, products, and yield Starting materials: COc1cc(CCCCc2ccc3c(c2)OCO3)cc(OC)c1OC, CCOC(C)=O, ClCCl, [O-][Cl+3]([O-])([O-])[O-], O=C(O)C(F)(F)F. As a reaction SMILES: [CH2:1]1[O:2][c:3]2[cH:4][c:5]([CH2:10][CH2:11][CH2:12][CH2:13][c:14]3[cH:15][c:16]([O:24][CH3:25])[c:17]([O:22][CH3:23])[c:18]([O:20][CH3:21])[cH:19]3)[cH:6][cH:7][c:8]2[O:9]1.[CH3:41][CH2:42][O:43][C:44](=[O:45])[CH3:46].[Cl:38][CH2:39][Cl:40].[O-:33][Cl+3:34]([O-:35])([O-:36])[O-:37].[OH:26][C:27]([C:28]([F:29])([F:30])[F:31])=[O:32]>>[CH2:1]1[O:2][c:3]2[cH:4][c:5]3[c:6]([cH:7][c:8]2[O:9]1)-[c:15]1[c:14]([cH:19][c:18]([O:20][CH3:21])[c:17]([O:22][CH3:23])[c:16]1[O:24][CH3:25])[CH2:13][CH2:12][CH2:11][CH2:10]3. Product: COc1cc2c(c(OC)c1OC)-c1cc3c(cc1CCCC2)OCO3.